Dataset: the Open Reaction Database (ORD), a public repository of structured organic reaction records. Task: describe an organic reaction: reactants, conditions, products, and yield Starting materials: Cl, CCOC(=O)C(F)(F)F, NC1CCC(O)CC1, C1COCCO1. Yields the product O=C(NC1CCC(O)CC1)C(F)(F)F. RXN SMILES: [ClH:1].[F:10][C:11]([C:12](=[O:13])[O:14][CH2:15][CH3:16])([F:17])[F:18].[NH2:2][CH:3]1[CH2:4][CH2:5][CH:6]([OH:9])[CH2:7][CH2:8]1.[O:19]1[CH2:20][CH2:21][O:22][CH2:23][CH2:24]1>>[NH:2]([CH:3]1[CH2:4][CH2:5][CH:6]([OH:9])[CH2:7][CH2:8]1)[C:12]([C:11]([F:10])([F:17])[F:18])=[O:13]. The reactants are NC=1NC2=C(N1)C=C(C(=C2)Cl)Cl (2-Amino-5,6-dichlorobenzimidazole), CuBr2, Br (HBr), N(=O)[O-].[Na+] (Sodium nitrite). Run in O (water). Run at time 1 hour. The product is BrC=1NC2=C(N1)C=C(C(=C2)Cl)Cl (2-bromo-5,6-dichlorobenzimidazole). Yield: 26.0%. As a reaction SMILES: N[C:2]1[NH:3][C:4]2[CH:10]=[C:9]([Cl:11])[C:8]([Cl:12])=[CH:7][C:5]=2[N:6]=1.[BrH:13].N([O-])=O.[Na+]>O>[Br:13][C:2]1[NH:3][C:4]2[CH:10]=[C:9]([Cl:11])[C:8]([Cl:12])=[CH:7][C:5]=2[N:6]=1 |f:2.3|. Procedure details: 2-Amino-5,6-dichlorobenzimidazole (3 g, 16 mmole) was suspended in 150 ml of water and brought into solution with 2 ml of HBr. Sodium nitrite (3.3 g, 55 mmole) was then added and the mixture was stirred at room temperature for 1 hr. Excess CuBr2 was then added and the mixture was heated on a steam bath for 1 hr. The aqueous solution was extracted with ethyl acetate (3×100 ml), dried with MgSO4, concentrated, and crystallized from ethyl ether to give 1.13 g (26%) of 2-bromo-5,6-dichlorobenzimidaz... Starting materials: [H-].[Al+3].[Li+].[H-].[H-].[H-] (lithium aluminium hydride), FC(OC1=CC=C(C#N)C=C1)(F)F (4-(trifluoromethoxy)benzonitrile), O (Water), [OH-].[Na+] (sodium hydroxide), O (water). Solvent: C(C)OCC (diethyl ether), C(C)OCC (diethyl ether). The product is FC(OC1=CC=C(CO)C=C1)(F)F (4-(trifluoromethoxy)benzyl alcohol). RXN SMILES: [H-].[Al+3].[Li+].[H-].[H-].[H-].[F:7][C:8]([F:19])([F:18])[O:9][C:10]1[CH:17]=[CH:16][C:13]([C:14]#N)=[CH:12][CH:11]=1.[OH2:20].[OH-].[Na+]>C(OCC)C>[F:7][C:8]([F:19])([F:18])[O:9][C:10]1[CH:17]=[CH:16][C:13]([CH2:14][OH:20])=[CH:12][CH:11]=1 |f:0.1.2.3.4.5,8.9|. Procedure details: A solution of lithium aluminium hydride in diethyl ether (1.0M, 69.4 ml) was added dropwise to a stirred solution of 4-(trifluoromethoxy)benzonitrile (6.0 g) in diethyl ether (120 ml) over 15 minutes. Water (2.66 ml), 10% sodium hydroxide solution (2.66 ml) and water (7.98 ml) were then added successively, dropwise. The precipitated solid was filtered off and washed with diethyl ether. The filtrate and washings were combined and evaporated under reduced pressure to give 4-(trifluoromethoxy)benzy...